Dataset: the Open Reaction Database (ORD), a public repository of structured organic reaction records. Task: describe an organic reaction: reactants, conditions, products, and yield Starting materials: NC1=C(C=C2C(=N1)OC1=C(C2=O)C=C(C=C1)C1(CO1)C)C(=O)OCC (ethyl 2-amino-7-(1,2-epoxy-1-methylethyl)-5-oxo-5H-[1]benzopyrano[2,3-b]pyridine-3-carboxylate), C(C)O (ethanol). Reagents/catalysts: [C].[Pd] (palladium-carbon). Solvent: O1CCCC1 (tetrahydrofuran). Conditions: time 2 hour. Product: NC1=C(C=C2C(=N1)OC1=C(C2=O)C=C(C=C1)C(CO)C)C(=O)OCC (ethyl 2-amino-7-(2hydroxy-1-methylethyl)-5-oxo-5H-[1]benzopyrano[2,3-b]-pyridine-3-carboxylate). The yield is 62.0%. As a reaction SMILES: [NH2:1][C:2]1[N:7]=[C:6]2[O:8][C:9]3[CH:16]=[CH:15][C:14]([C:17]4([CH3:20])[O:19][CH2:18]4)=[CH:13][C:10]=3[C:11](=[O:12])[C:5]2=[CH:4][C:3]=1[C:21]([O:23][CH2:24][CH3:25])=[O:22].C(O)C>[C].[Pd].O1CCCC1>[NH2:1][C:2]1[N:7]=[C:6]2[O:8][C:9]3[CH:16]=[CH:15][C:14]([CH:17]([CH3:20])[CH2:18][OH:19])=[CH:13][C:10]=3[C:11](=[O:12])[C:5]2=[CH:4][C:3]=1[C:21]([O:23][CH2:24][CH3:25])=[O:22] |f:2.3|. Procedure details: A mixture of ethyl 2-amino-7-(1,2-epoxy-1-methylethyl)-5-oxo-5H-[1]benzopyrano[2,3-b]pyridine-3-carboxylate (800 mg), 5% palladium-carbon (700 mg), ethanol (50 ml) and tetrahydrofuran (150 ml) was subjected to catalytic reduction for two hours at room temperature under ordinary pressure. Then, the catalyst was filtered off, and the filtrate was concentrated to dryness. The concentrate was purified by means of a silica-gel (80 g) column chromatography using chloroform-acetone-formic acid (9:1:0.1...